Dataset: the Open Reaction Database (ORD), a public repository of structured organic reaction records. Task: describe an organic reaction: reactants, conditions, products, and yield Starting materials: [Al+3], CC(C)(C)OC(=O)N1CCN(c2ccc3[nH]ccc3c2)C(Cc2ccccc2)C1, C1CCOC1, [H-], [H-], [H-], [H-], [Li+]. Yields the product CN1CCN(c2ccc3[nH]ccc3c2)C(Cc2ccccc2)C1. Reaction SMILES: [Al+3:31].[C:1]([O:2][C:6](=[O:3])[N:8]1[CH2:9][CH:10]([CH2:23][c:24]2[cH:25][cH:26][cH:27][cH:28][cH:29]2)[N:11]([c:14]2[cH:15][c:16]3[cH:17][cH:18][nH:19][c:20]3[cH:21][cH:22]2)[CH2:12][CH2:13]1)([CH3:4])([CH3:5])[CH3:7].[CH2:36]1[O:37][CH2:38][CH2:39][CH2:40]1.[H-:30].[H-:33].[H-:34].[H-:35].[Li+:32]>>[CH3:6][N:8]1[CH2:9][CH:10]([CH2:23][c:24]2[cH:25][cH:26][cH:27][cH:28][cH:29]2)[N:11]([c:14]2[cH:15][c:16]3[cH:17][cH:18][nH:19][c:20]3[cH:21][cH:22]2)[CH2:12][CH2:13]1. The reactants are O=Cc1cccc(Br)c1, Clc1ccc(Br)cc1, [Li]CCCC, CCCCCC, [Cl-], [NH4+], C1CCOC1. Yields the product OC(c1ccc(Cl)cc1)c1cccc(Br)c1. RXN SMILES: [Br:14][c:15]1[cH:16][c:17]([CH:18]=[O:19])[cH:20][cH:21][cH:22]1.[Br:1][c:2]1[cH:3][cH:4][c:5]([Cl:8])[cH:6][cH:7]1.[CH2:9]([Li:10])[CH2:11][CH2:12][CH3:13].[CH3:30][CH2:31][CH2:32][CH2:33][CH2:34][CH3:35].[Cl-:23].[NH4+:24].[O:25]1[CH2:26][CH2:27][CH2:28][CH2:29]1>>[c:2]1([CH:18]([c:17]2[cH:16][c:15]([Br:14])[cH:22][cH:21][cH:20]2)[OH:19])[cH:3][cH:4][c:5]([Cl:8])[cH:6][cH:7]1. Starting materials: C(#N)C(CC(C)N(C(OCC(Cl)(Cl)Cl)=O)C)(C1=CC=CC=C1)C1=CC(=CC=C1)OC (2,2,2-trichloroethyl 4-cyano-4-(3-methoxyphenyl)-4-phenylbutan-2-yl(methyl)carbamate), C(=O)O (formic acid). Reagents/catalysts: [Zn] (zinc). Run in O1CCCC1 (tetrahydrofuran). Reaction conditions: temperature 0 celsius, time 30 minute. Product: COC=1C=C(C=CC1)C1(C(N(C(C1)C)C)=N)C1=CC=CC=C1 (3-(3-methoxyphenyl)-1,5-dimethyl-3-phenylpyrrolidin-2-imine). As a reaction SMILES: [C:1]([C:3]([C:23]1[CH:28]=[CH:27][CH:26]=[C:25]([O:29][CH3:30])[CH:24]=1)([C:17]1[CH:22]=[CH:21][CH:20]=[CH:19][CH:18]=1)[CH2:4][CH:5]([N:7]([CH3:16])C(=O)OCC(Cl)(Cl)Cl)[CH3:6])#[N:2].C(O)=O>O1CCCC1.[Zn]>[CH3:30][O:29][C:25]1[CH:24]=[C:23]([C:3]2([C:17]3[CH:22]=[CH:21][CH:20]=[CH:19][CH:18]=3)[CH2:4][CH:5]([CH3:6])[N:7]([CH3:16])[C:1]2=[NH:2])[CH:28]=[CH:27][CH:26]=1. Procedure: The product of Step 3 (40 g) was dissolved in tetrahydrofuran (500 mL). The solution was cooled to 0° C. using ice bath and stirred under Argon for 30 min. Then, 60 g zinc dust followed by 60 mL of formic acid (90%) was added to the reaction mixtures and stirring continued at 0° C. for 3 hr under argon purging. The stifling was continued at 25° C. for 16 hr under argon purging. Then, the reaction mixture was filtered and concentrated under vacuum. Crude Step 4 product was carried forward without... Starting materials: FC1(C2COCC(C1)N2S(=O)(=O)C2=C(C=CC=C2)[N+](=O)[O-])F (6,6-difluoro-8-(2-nitrophenyl)sulfonyl-3-oxa-8-azabicyclo[3.2.1]octane), [Li+].[OH-] (LiOH), SCC(=O)O (mercaptoacetic acid). Solvent: CN(C)C=O (DMF). Run at time 3 hour. The product is FC1(C2COCC(C1)N2)F (6,6-difluoro-3-oxa-8-azabicyclo[3.2.1]octane). RXN SMILES: [F:1][C:2]1([F:22])[CH2:8][CH:7]2[N:9](S(C3C=CC=CC=3[N+]([O-])=O)(=O)=O)[CH:3]1[CH2:4][O:5][CH2:6]2.[Li+].[OH-].SCC(O)=O>CN(C=O)C>[F:1][C:2]1([F:22])[CH2:8][CH:7]2[NH:9][CH:3]1[CH2:4][O:5][CH2:6]2 |f:1.2|. Procedure details: To a solution of compound 108d (90 mg) and LiOH (36 mg) in DMF (5 mL) was added mercaptoacetic acid (36 mg) slowly, the mixture was stirred at room temperature for 3 h. The solvent was removed in vacuo to give 6,6-difluoro-3-oxa-8-azabicyclo[3.2.1]octane 108a as an oil, which was used in next step without purification. MS: calc'd (MH+) 150, measured (MH+) 150. Starting materials: CS(=C)(=O)C (dimethylsulfoxonium methylide), solid 3-l, COC(C(=O)C1=CC=CC=C1)OC (dimethoxyacetophenone), ice water, CCOCC (ether). Run in petroleum ether, CS(=O)C (dimethyl sulfoxide), O (water). Run at temperature 50 celsius, time 1 hour. Product: COC=1C=C(C2(CO2)C)C=CC1 (3-Methoxy-α-methylstyrene Oxide). As a reaction SMILES: [CH3:1]S(C)(=O)=C.CO[CH:8](OC)[C:9]([C:11]1[CH:16]=[CH:15][CH:14]=[CH:13][CH:12]=1)=[O:10].C[CH2:20][O:21]CC>CS(C)=O.O>[CH3:20][O:21][C:15]1[CH:16]=[C:11]([CH:12]=[CH:13][CH:14]=1)[C:9]1([CH3:8])[O:10][CH2:1]1. Procedure details: To a solution of dimethylsulfoxonium methylide (69.4 mmoles) in dimethyl sulfoxide (65 ml.) at room temperature is added solid 3-l -dimethoxyacetophenone (8.33 g., 55.5 mmoles). The reaction mixture is stirred for one hour at 25° C., for one-half hour at 50° C. and is then cooled. The mixture is diluted with water (50 ml.) and added to a mixture of ice water (200 ml.)--ether (250 ml.)--low boiling petroleum ether (25 ml.). The organic extract is washed twice with water (250 ml.), dried (MgSO4) a... Starting materials: COC(=O)CCCC#CCC#CCC#CCC#CCOc1cccc(C)c1, Cc1ccc(OCC#CCC#CCC#CCC#CCCCC(=O)O)cc1, CCOC(C)=O, C1CCC(OC2CCCCO2)OC1, O=C(O)C(=O)O. Yields the product Cc1cccc(OCC#CCC#CCC#CCC#CCCCC(=O)O)c1. As a reaction SMILES: [CH3:1][O:2][C:3]([CH2:4][CH2:5][CH2:6][C:7]#[C:8][CH2:9][C:10]#[C:11][CH2:12][C:13]#[C:14][CH2:15][C:16]#[C:17][CH2:18][O:19][c:20]1[cH:21][c:22]([CH3:26])[cH:23][cH:24][cH:25]1)=[O:27].[CH3:28][c:29]1[cH:30][cH:31][c:32]([O:33][CH2:34][C:35]#[C:36][CH2:37][C:38]#[C:39][CH2:40][C:41]#[C:42][CH2:43][C:44]#[C:45][CH2:46][CH2:47][CH2:48][C:49]([OH:50])=[O:51])[cH:52][cH:53]1.[CH3:73][CH2:74][O:75][C:76](=[O:77])[CH3:78].[O:54]1[CH2:55][CH2:56][CH2:57][CH2:58][CH:59]1[O:60][CH:61]1[CH2:62][CH2:63][CH2:64][CH2:65][O:66]1.[OH:67][C:68]([C:69](=[O:70])[OH:71])=[O:72]>>[O:2]=[C:3]([CH2:4][CH2:5][CH2:6][C:7]#[C:8][CH2:9][C:10]#[C:11][CH2:12][C:13]#[C:14][CH2:15][C:16]#[C:17][CH2:18][O:19][c:20]1[cH:21][c:22]([CH3:26])[cH:23][cH:24][cH:25]1)[OH:27].